From a dataset of the Open Reaction Database (ORD), a public repository of structured organic reaction records. describe an organic reaction: reactants, conditions, products, and yield Starting materials: CCOC(=O)COc1ccc(CN(CCOC)c2cccc(-c3ccc(C(F)(F)F)cc3)c2)cc1C, CO, [Na+], C1CCOC1, [OH-]. Yields the product COCCN(Cc1ccc(OCC(=O)O)c(C)c1)c1cccc(-c2ccc(C(F)(F)F)cc2)c1. As a reaction SMILES: [CH3:1][O:2][CH2:3][CH2:4][N:5]([c:6]1[cH:7][c:8](-[c:12]2[cH:13][cH:14][c:15]([C:18]([F:19])([F:20])[F:21])[cH:16][cH:17]2)[cH:9][cH:10][cH:11]1)[CH2:22][c:23]1[cH:24][c:25]([CH3:36])[c:26]([O:27][CH2:28][C:29](=[O:30])[O:31][CH2:32][CH3:33])[cH:34][cH:35]1.[CH3:39][OH:40].[Na+:38].[O:41]1[CH2:42][CH2:43][CH2:44][CH2:45]1.[OH-:37]>>[CH3:1][O:2][CH2:3][CH2:4][N:5]([c:6]1[cH:7][c:8](-[c:12]2[cH:13][cH:14][c:15]([C:18]([F:19])([F:20])[F:21])[cH:16][cH:17]2)[cH:9][cH:10][cH:11]1)[CH2:22][c:23]1[cH:24][c:25]([CH3:36])[c:26]([O:27][CH2:28][C:29](=[O:30])[OH:31])[cH:34][cH:35]1.